This data is from the Open Reaction Database (ORD), a public repository of structured organic reaction records. The task is: describe an organic reaction: reactants, conditions, products, and yield The reactants are Cl (hydrogen chloride), C(C)O (ethanol), [Cl-].[NH4+] (ammonium chloride), Cl (hydrochloride), CNCCN (N-methyl-ethylenediamine), C(C)O (ethanol). Run at temperature 40 celsius, time 2 hour. Product: Cl.CN1C(=NCC1)CCl (1-Methyl-2-chloromethyl-imidazoline, hydrochloride). Reaction SMILES: [ClH:1].[CH3:2][NH:3][CH2:4][CH2:5][NH2:6].[Cl-].[NH4+].[CH2:9](O)[CH3:10]>>[ClH:1].[CH3:2][N:3]1[CH2:4][CH2:5][N:6]=[C:10]1[CH2:9][Cl:1] |f:2.3,5.6|. Procedure: A solution of chloracetimidoethylether, hydrochloride (1.58 g, 10 mmol) and N-methyl-ethylenediamine (0.74 g, 10 mmol) in 10 ml absolute ethanol is stirred at 0° C. and under a nitrogen atmosphere for one hour. A solution of hydrogen chloride in absolute ethanol (6.3 ml, 10 mmol) is added and the mixture is heated to 40° C. and stirred for additional two hour. After cooling to room temperature a precipitate of ammonium chloride is filtered of and the filtrate is concentrated in vacuo yielding th... Starting materials: solid, Cl.Cl.O1CCC2=C1C=CC=C2C2CCN(CC2)CC[C@@H]2CC[C@H](CC2)N (trans-4-{2-[4-(2,3-dihydro-benzofuran-4-yl)-piperidin-1-yl]-ethyl}-cyclohexylamine dihydrochloride), Cl.Cl.O1CCC2=C1C=CC=C2C2CCN(CC2)CC[C@@H]2CC[C@H](CC2)N (trans-4-{2-[4-(2,3-dihydro-benzofuran-4-yl)-piperidin-1-yl]-ethyl}-cyclohexylamine dihydrochloride), CC1=NC(=NO1)C1=CC=C(C(=O)O)C=C1 (4-(5-methyl-[1,2,4]oxadiazol-3-yl)-benzoic acid). Yields the product O1CCC2=C1C=CC=C2C2CCN(CC2)CC[C@@H]2CC[C@H](CC2)NC(C2=CC=C(C=C2)C2=NOC(=N2)C)=O (trans-N-(4-{2-[4-(2,3-Dihydro-benzofuran-4-yl)-piperidin-1-yl]-ethyl}-cyclohexyl)-4-(5-methyl-[1,2,4]oxadiazol-3-yl)-benzamide). As a reaction SMILES: Cl.Cl.[O:3]1[C:7]2[CH:8]=[CH:9][CH:10]=[C:11]([CH:12]3[CH2:17][CH2:16][N:15]([CH2:18][CH2:19][C@H:20]4[CH2:25][CH2:24][C@H:23]([NH2:26])[CH2:22][CH2:21]4)[CH2:14][CH2:13]3)[C:6]=2[CH2:5][CH2:4]1.[CH3:27][C:28]1[O:32][N:31]=[C:30]([C:33]2[CH:41]=[CH:40][C:36]([C:37](O)=[O:38])=[CH:35][CH:34]=2)[N:29]=1>>[O:3]1[C:7]2[CH:8]=[CH:9][CH:10]=[C:11]([CH:12]3[CH2:17][CH2:16][N:15]([CH2:18][CH2:19][C@H:20]4[CH2:21][CH2:22][C@H:23]([NH:26][C:37](=[O:38])[C:36]5[CH:35]=[CH:34][C:33]([C:30]6[N:29]=[C:28]([CH3:27])[O:32][N:31]=6)=[CH:41][CH:40]=5)[CH2:24][CH2:25]4)[CH2:14][CH2:13]3)[C:6]=2[CH2:5][CH2:4]1 |f:0.1.2|. Procedure details: The title compound, white solid (98 mg, 77%), MS (ISP) m/z=515.4 [(M+H)+], mp 256.5° C., was prepared in accordance with the general method of example 1 from trans-4-{2-[4-(2,3-dihydro-benzofuran-4-yl)-piperidin-1-yl]-ethyl}-cyclohexylamine dihydro chloride (intermediate B) (100 mg, 0.25 mmol) and 4-(5-methyl-[1,2,4]oxadiazol-3-yl)-benzoic acid. Reactants: BrBr (bromine), BrBr (bromine), COC(C(C(CCC)=O)(C)C)=O (2,2-dimethyl-3-oxo-hexanoic acid methyl ester). Run in C(Cl)(Cl)Cl (chloroform), C(Cl)(Cl)Cl (chloroform). Reaction conditions: time 8 hour. Yields the product COC(C(C(C(CC)Br)=O)(C)C)=O (4-Bromo-2,2-dimethyl-3-oxo-hexanoic acid methyl ester). Yield: 98.0%. RXN SMILES: [Br:1]Br.[CH3:3][O:4][C:5](=[O:14])[C:6]([CH3:13])([CH3:12])[C:7](=[O:11])[CH2:8][CH2:9][CH3:10]>C(Cl)(Cl)Cl>[CH3:3][O:4][C:5](=[O:14])[C:6]([CH3:13])([CH3:12])[C:7](=[O:11])[CH:8]([Br:1])[CH2:9][CH3:10]. Procedure: A solution of bromine (24 g, 150 mmol) in chloroform (30 mL) is added to 2,2-dimethyl-3-oxo-hexanoic acid methyl ester (25.9 g, 150 mmol) in chloroform (126 mL) at 0-5° C. dropwise. After the addition of bromine, the mixture is allowed to warm up to room temperature slowly and stirred overnight. The reaction is then quenched by ice water, the layers are separated. The organic layer is washed with cold water and brine, dried over sodium sulfate. Concentration yields the title compounds (36.9 g), ... Product: CCC(C#N)C(=O)c1ccc(C(=O)NN=C(C)c2csc(-c3ccc(Br)cc3)c2O)s1. As a reaction SMILES: [Br:1][c:2]1[cH:3][cH:4][c:5](-[c:8]2[s:9][cH:10][c:11]([C:14](=[O:15])[CH3:16])[c:12]2[OH:13])[cH:6][cH:7]1.[C:17](#[N:18])[CH:19]([C:20](=[O:21])[c:22]1[cH:23][cH:24][c:25]([C:27](=[O:28])[NH:29][NH2:30])[s:26]1)[CH2:31][CH3:32]>>[Br:1][c:2]1[cH:3][cH:4][c:5](-[c:8]2[s:9][cH:10][c:11]([C:14]([CH3:16])=[N:30][NH:29][C:27]([c:25]3[cH:24][cH:23][c:22]([C:20]([CH:19]([C:17]#[N:18])[CH2:31][CH3:32])=[O:21])[s:26]3)=[O:28])[c:12]2[OH:13])[cH:6][cH:7]1. The reactants are CC(=O)c1csc(-c2ccc(Br)cc2)c1O, CCC(C#N)C(=O)c1ccc(C(=O)NN)s1. Starting materials: COC1=CC=2N(C=C1)C=CN2 (7-Methoxyimidazo[1,2-α]pyridine), C(C)(=O)[O-].[Na+] (sodium acetate), C(O)([O-])=O.[Na+] (sodium hydrogencarbonate), BrBr (bromine). The solvent is [Br-].[K+] (potassium bromide), CO (methanol). Run at temperature 0 celsius, time 15 minute. Yields the product BrC1=CN=C2N1C=CC(=C2)OC (3-bromo-7-methoxyimidazo[1,2-α]pyridine). Isolated yield 25.9%. RXN SMILES: [CH3:1][O:2][C:3]1[CH:8]=[CH:7][N:6]2[CH:9]=[CH:10][N:11]=[C:5]2[CH:4]=1.C([O-])(=O)C.[Na+].[Br:17]Br.C(=O)([O-])O.[Na+]>[Br-].[K+].CO>[Br:17][C:9]1[N:6]2[CH:7]=[CH:8][C:3]([O:2][CH3:1])=[CH:4][C:5]2=[N:11][CH:10]=1 |f:1.2,4.5,6.7|. Procedure: 7-Methoxyimidazo[1,2-α]pyridine (1.0 g, 6.8 mmol) and sodium acetate (0.67 g, 8.1 mmol) were dissolved in a saturated solution of potassium bromide in methanol (5 ml) and cooled to 0° C. before adding bromine (1.13 g, 7.1 mmol) dropwise over 5 min. The mixture was allowed to stir for 15 min before pouring onto saturated sodium hydrogencarbonate solution (50 ml). The resulting yellow solid was collected by filtration and dried. This solid was purified by flash column chromatography on silica elut...